This data is from the Open Reaction Database (ORD), a public repository of structured organic reaction records. The task is: describe an organic reaction: reactants, conditions, products, and yield Starting materials: FC(C(=O)C1=CNC2=CC(=CC=C12)C(F)(F)F)(F)F (2,2,2-trifluoro-1-(6-trifluoromethyl-1H-indol-3-yl)-ethanone), C([O-])([O-])=O.[K+].[K+] (potassium carbonate), IC(C)C (2-iodopropane). Solvent: CN(C=O)C (N,N-dimethylformamide). Run at temperature 25 celsius, time 10 minute. Yields the product FC(C(=O)C1=CN(C2=CC(=CC=C12)C(F)(F)F)C(C)C)(F)F (2,2,2-trifluoro-1-(1-isopropyl-6-trifluoromethyl-1H-indol-3-yl)-ethanone). Yield: 73.9%. As a reaction SMILES: [F:1][C:2]([F:19])([F:18])[C:3]([C:5]1[C:13]2[C:8](=[CH:9][C:10]([C:14]([F:17])([F:16])[F:15])=[CH:11][CH:12]=2)[NH:7][CH:6]=1)=[O:4].C(=O)([O-])[O-].[K+].[K+].I[CH:27]([CH3:29])[CH3:28]>CN(C)C=O>[F:19][C:2]([F:1])([F:18])[C:3]([C:5]1[C:13]2[C:8](=[CH:9][C:10]([C:14]([F:15])([F:16])[F:17])=[CH:11][CH:12]=2)[N:7]([CH:27]([CH3:29])[CH3:28])[CH:6]=1)=[O:4] |f:1.2.3|. Reported procedure: A solution of 2,2,2-trifluoro-1-(6-trifluoromethyl-1H-indol-3-yl)-ethanone (1.0 g, 3.56 mmol) in N,N-dimethylformamide (10 mL) at 25° C. was treated with potassium carbonate (1.22 g, 8.89 mmol). The resulting mixture was stirred at 25° C. for 10 min. At this time, the reaction was treated with 2-iodopropane (0.53 mL, 5.34 mmol). The reaction was heated at 65° C. for 4 h. At this time, the reaction was cooled to 25° C. and was partitioned between water (75 mL) and ethyl acetate (75 mL). The organ... Starting materials: [Li] (Lithium), solution, N1(CCOCC1)C1=NC2=C(C(=N1)NC1=CC=C(C=C1)C1(CCCC1)C(=O)O)CCC2 (1-[4-(2-morpholin-4-yl-6,7-dihydro-5H-cyclopentapyrimidin-4-ylamino)-phenyl]-cyclopentanecarboxylic acid). Solvent: O1CCCC1 (tetrahydrofuran), O1CCCC1 (tetrahydrofuran). Conditions: time 10 hour. The product is N1(CCOCC1)C1=NC2=C(C(=N1)NC1=CC=C(C=C1)C1(CCCC1)CO)CCC2 ({1-[4-(2-morpholin-4-yl-6,7-dihydro-5H-cyclopentapyrimidin-4-ylamino)-phenyl]-cyclopentyl}-methanol). Yield: 38.2%. RXN SMILES: [Li].[N:2]1([C:8]2[N:13]=[C:12]([NH:14][C:15]3[CH:20]=[CH:19][C:18]([C:21]4([C:26](O)=[O:27])[CH2:25][CH2:24][CH2:23][CH2:22]4)=[CH:17][CH:16]=3)[C:11]3[CH2:29][CH2:30][CH2:31][C:10]=3[N:9]=2)[CH2:7][CH2:6][O:5][CH2:4][CH2:3]1>O1CCCC1>[N:2]1([C:8]2[N:13]=[C:12]([NH:14][C:15]3[CH:16]=[CH:17][C:18]([C:21]4([CH2:26][OH:27])[CH2:22][CH2:23][CH2:24][CH2:25]4)=[CH:19][CH:20]=3)[C:11]3[CH2:29][CH2:30][CH2:31][C:10]=3[N:9]=2)[CH2:7][CH2:6][O:5][CH2:4][CH2:3]1 |^1:0|. Procedure details: Lithium aluminumhydride (2M solution in tetrahydrofuran, 1.0 mL) was added drop-wise to a solution of 1-[4-(2-morpholin-4-yl-6,7-dihydro-5H-cyclopentapyrimidin-4-ylamino)-phenyl]-cyclopentanecarboxylic acid (0.3 g, 0.73 mmol) prepared using a procedure as described in example 22; in anhydrous tetrahydrofuran (10 mL) at 0° C. to 5° C. After addition, the reaction mixture was warmed to a temperature in the range of 15° C. to 40° C. and stirring continued for an additional 10 hours. The reaction wa... Reactants: [BH4-], CCO, CC(C)(C)C=CC=CC=O, [Na+]. The product is CC(C)(C)C=CC=CCO. Reaction SMILES: [BH4-:11].[CH3:13][CH2:14][OH:15].[CH3:1][C:2]([CH:3]=[CH:4][CH:5]=[CH:6][CH:7]=[O:8])([CH3:9])[CH3:10].[Na+:12]>>[CH3:1][C:2]([CH:3]=[CH:4][CH:5]=[CH:6][CH2:7][OH:8])([CH3:9])[CH3:10]. Starting materials: NC1=C(C=C(OC2=CC=NC3=CC(=C(C=C23)C#N)OCCOC)C=C1)F (4-(4-Amino-3-fluorophenoxy)-6-cyano-7-(2-methoxyethoxy)quinoline), FC1=C(C=CC(=C1)F)N=C=O (2,4-difluorophenyl isocyanate). Solvent: C1(=CC=CC=C1)C (toluene). The product is C(#N)C=1C=C2C(=CC=NC2=CC1OCCOC)OC1=CC(=C(C=C1)NC(=O)NC1=C(C=C(C=C1)F)F)F (N-(4-(6-Cyano-7-(2-methoxyethoxy)-4-quinolyl)oxy-2-fluorophenyl)-N′-(2,4-difluorophenyl)urea). Reaction SMILES: [NH2:1][C:2]1[CH:25]=[CH:24][C:5]([O:6][C:7]2[C:16]3[C:11](=[CH:12][C:13]([O:19][CH2:20][CH2:21][O:22][CH3:23])=[C:14]([C:17]#[N:18])[CH:15]=3)[N:10]=[CH:9][CH:8]=2)=[CH:4][C:3]=1[F:26].[F:27][C:28]1[CH:33]=[C:32]([F:34])[CH:31]=[CH:30][C:29]=1[N:35]=[C:36]=[O:37]>C1(C)C=CC=CC=1>[C:17]([C:14]1[CH:15]=[C:16]2[C:11](=[CH:12][C:13]=1[O:19][CH2:20][CH2:21][O:22][CH3:23])[N:10]=[CH:9][CH:8]=[C:7]2[O:6][C:5]1[CH:24]=[CH:25][C:2]([NH:1][C:36]([NH:35][C:29]2[CH:30]=[CH:31][C:32]([F:34])=[CH:33][C:28]=2[F:27])=[O:37])=[C:3]([F:26])[CH:4]=1)#[N:18]. Reported procedure: 4-(4-Amino-3-fluorophenoxy)-6-cyano-7-(2-methoxyethoxy)quinoline (352 mg) was suspended in toluene (20 ml) and the suspension was heated to reflux for dissolution, after which 2,4-difluorophenyl isocyanate (236 μl) was added dropwise and the mixture was heated to reflux for 30 minutes. After cooling, the precipitated solid was filtered out, washed with ether and ethyl acetate and dried to obtain 380 mg of the title compound.